From a dataset of the Open Reaction Database (ORD), a public repository of structured organic reaction records. describe an organic reaction: reactants, conditions, products, and yield The reactants are CC(C)(C)OC(=O)NCc1c(O)ccc2c1CCCC2=O, C1CCOC1, CO, ClCCl, OC(Cn1ccnc1)c1ccccc1. Yields the product CC(C)(C)OC(=O)NCc1c(OC(Cn2ccnc2)c2ccccc2)ccc2c1CCCC2=O. As a reaction SMILES: [C:1]([CH3:2])([CH3:3])([CH3:4])[O:5][C:6]([NH:7][CH2:8][c:9]1[c:10]([OH:20])[cH:11][cH:12][c:13]2[c:18]1[CH2:17][CH2:16][CH2:15][C:14]2=[O:19])=[O:21].[CH2:36]1[O:37][CH2:38][CH2:39][CH2:40]1.[CH3:41][OH:42].[Cl:43][CH2:44][Cl:45].[n:22]1([CH2:27][CH:28]([OH:29])[c:30]2[cH:31][cH:32][cH:33][cH:34][cH:35]2)[cH:23][n:24][cH:25][cH:26]1>>[C:1]([CH3:2])([CH3:3])([CH3:4])[O:5][C:6]([NH:7][CH2:8][c:9]1[c:10]([O:20][CH:28]([CH2:27][n:22]2[cH:23][n:24][cH:25][cH:26]2)[c:30]2[cH:31][cH:32][cH:33][cH:34][cH:35]2)[cH:11][cH:12][c:13]2[c:18]1[CH2:17][CH2:16][CH2:15][C:14]2=[O:19])=[O:21]. Starting materials: CCOC(=O)c1[nH]c(C)c(-c2nc3ccc(Oc4ccccc4)cc3[nH]2)c1C, CCO, Cl, [Na+], C1CCOC1, [OH-]. Product: Cc1[nH]c(C(=O)O)c(C)c1-c1nc2ccc(Oc3ccccc3)cc2[nH]1. Reaction SMILES: [CH2:1]([CH3:2])[O:3][C:4](=[O:5])[c:6]1[nH:7][c:8]([CH3:28])[c:9](-[c:12]2[nH:13][c:14]3[c:15]([n:16]2)[cH:17][cH:18][c:19]([O:21][c:22]2[cH:23][cH:24][cH:25][cH:26][cH:27]2)[cH:20]3)[c:10]1[CH3:11].[CH3:32][CH2:33][OH:34].[ClH:31].[Na+:30].[O:35]1[CH2:36][CH2:37][CH2:38][CH2:39]1.[OH-:29]>>[O:3]=[C:4]([OH:5])[c:6]1[nH:7][c:8]([CH3:28])[c:9](-[c:12]2[nH:13][c:14]3[c:15]([n:16]2)[cH:17][cH:18][c:19]([O:21][c:22]2[cH:23][cH:24][cH:25][cH:26][cH:27]2)[cH:20]3)[c:10]1[CH3:11]. The reactants are NC1=NNC(=N1)C (3-amino-5-methyl-1,2,4-triazole), CN(C=CC(=O)C=1SC=CC1)C (3-dimethylamino-1-(2-thienyl)-2-propene-1-one). The product is CC1=NN2C(N=CC=C2C=2SC=CC2)=N1 (2-Methyl-7-(2-thienyl)[1,2,4]triazolo[1,5-a]pyrimidine). Reaction SMILES: [NH2:1][C:2]1[N:6]=[C:5]([CH3:7])[NH:4][N:3]=1.CN(C)[CH:10]=[CH:11][C:12]([C:14]1[S:15][CH:16]=[CH:17][CH:18]=1)=O>>[CH3:7][C:5]1[N:6]=[C:2]2[N:1]=[CH:10][CH:11]=[C:12]([C:14]3[S:15][CH:16]=[CH:17][CH:18]=3)[N:3]2[N:4]=1. Reported procedure: By the procedure described in Example 5, 3-amino-5-methyl-1,2,4-triazole was reacted with 3-dimethylamino-1-(2-thienyl)-2-propene-1-one to give 1.05 g of the product of the Example as pale yellow needles, mp 184°-185° C. Starting materials: B(F)(F)F.CCOCC (boron trifluoride etherate), B(F)(F)F.CCOCC (Boron trifluoride etherate), C(C)(=O)N[C@@H]1[C@@H](OC(C)=O)O[C@@H]([C@H]([C@@H]1OC(C)=O)OC(C)=O)COC(C)=O (2-acetamido-1,3,4,6-tetra-O-acetyl-2-deoxy-α-D-mannopyranose), C(C=CC1=CC=CC=C1)S (cinnamyl mercaptan). Run in C(Cl)(Cl)Cl (chloroform), C(Cl)(Cl)Cl (Chloroform). Run at time 2 day. Product: C(C)(=O)N[C@@H]1[C@@H](SCC=CC2=CC=CC=C2)O[C@@H]([C@H]([C@@H]1OC(C)=O)OC(C)=O)COC(C)=O (Cinnamyl 2-acetamido-3,4,6-tri-O-acetyl-2-deoxy-1-thio-α-D-mannopyranoside). The yield is 52.2%. As a reaction SMILES: B(F)(F)F.CCOCC.[C:10]([NH:13][C@H:14]1[C@@H:23]([O:24][C:25](=[O:27])[CH3:26])[C@H:22]([O:28][C:29](=[O:31])[CH3:30])[C@@H:21]([CH2:32][O:33][C:34](=[O:36])[CH3:35])[O:20][C@@H:15]1OC(=O)C)(=[O:12])[CH3:11].[CH2:37]([SH:46])[CH:38]=[CH:39][C:40]1[CH:45]=[CH:44][CH:43]=[CH:42][CH:41]=1>C(Cl)(Cl)Cl>[C:10]([NH:13][C@H:14]1[C@@H:23]([O:24][C:25](=[O:27])[CH3:26])[C@H:22]([O:28][C:29](=[O:31])[CH3:30])[C@@H:21]([CH2:32][O:33][C:34](=[O:36])[CH3:35])[O:20][C@@H:15]1[S:46][CH2:37][CH:38]=[CH:39][C:40]1[CH:45]=[CH:44][CH:43]=[CH:42][CH:41]=1)(=[O:12])[CH3:11] |f:0.1|. Reported procedure: Boron trifluoride etherate (200 μl, 1.3 mmol) is added to a solution of 2-acetamido-1,3,4,6-tetra-O-acetyl-2-deoxy-α-D-mannopyranose (389 mg) and cinnamyl mercaptan (150 mg) in chloroform (10 ml), and the solution is kept under nitrogen for 2 days. Another portion of boron trifluoride etherate (200 μl) is added and the solution is kept under nitrogen for another 2 days. Chloroform (15 ml) is added and the solution is washed with aqueous sodium hydrogencarbonate and water, dried, and evaporated i... Starting materials: C(C)OC(=O)CC=1C(OC2=CC=C(C=C2C1)F)(C)C (3-ethoxycarbonylmethyl-2,2-dimethyl-6-fluoro-2H-chromene). Reagents/catalysts: [Pd] (palladium-on-carbon). Solvent: C(C)O (ethanol). Conditions: time 90 minute. Product: C(C)OC(=O)CC1C(OC2=CC=C(C=C2C1)F)(C)C (3-ethoxycarbonylmethyl-2,2-dimethyl-6-fluoro-chroman). Isolated yield 100.2%. RXN SMILES: [CH2:1]([O:3][C:4]([CH2:6][C:7]1[C:8]([CH3:19])([CH3:18])[O:9][C:10]2[C:15]([CH:16]=1)=[CH:14][C:13]([F:17])=[CH:12][CH:11]=2)=[O:5])[CH3:2]>C(O)C.[Pd]>[CH2:1]([O:3][C:4]([CH2:6][CH:7]1[CH2:16][C:15]2[C:10](=[CH:11][CH:12]=[C:13]([F:17])[CH:14]=2)[O:9][C:8]1([CH3:18])[CH3:19])=[O:5])[CH3:2]. Reported procedure: 140 mg of palladium-on-carbon (5%) are added to a solution of 3.4 g (13 mmol) of 3-ethoxycarbonylmethyl-2,2-dimethyl-6-fluoro-2H-chromene in 30 ml of absolute ethanol and the mixture is hydrogenated at normal pressure and room temperature for 90 minutes. The catalyst is then filtered off and the filtrate is concentrated by evaporation in vacuo, yielding 3.47 g of 3-ethoxycarbonylmethyl-2,2-dimethyl-6-fluoro-chroman in the form of a light-yellow oil. Starting materials: CC(C)(C)c1cc2c(c(C(C)(C)C)c1)OC(=O)C2O, Cl[Al](Cl)Cl, Cl, O, c1ccccc1. Product: CC(C)(C)c1cc2c(c(C(C)(C)C)c1)OC(=O)C2c1ccccc1. RXN SMILES: [C:5]([CH3:6])([CH3:7])([CH3:8])[c:9]1[cH:10][c:11]([C:20]([CH3:21])([CH3:22])[CH3:23])[c:12]2[c:13]([cH:19]1)[CH:14]([OH:18])[C:15](=[O:17])[O:16]2.[Cl:1][Al:2]([Cl:3])[Cl:4].[ClH:30].[OH2:31].[cH:24]1[cH:25][cH:26][cH:27][cH:28][cH:29]1>>[C:5]([CH3:6])([CH3:7])([CH3:8])[c:9]1[cH:10][c:11]([C:20]([CH3:21])([CH3:22])[CH3:23])[c:12]2[c:13]([cH:19]1)[CH:14]([c:24]1[cH:25][cH:26][cH:27][cH:28][cH:29]1)[C:15](=[O:17])[O:16]2. The reactants are NC(C(=O)O)CC1CCCCCC1 (2-Amino-3-cycloheptyl-propionic acid), C(C)#N (acetonitrile). Run at time 3 hour. The product is C1(CCCCCC1)CC(C(=O)O)N1C(C2=CC=CC=C2C1)=O (3-Cycloheptyl-2-(1-oxo-1,3-dihydro-isoindol-2-yl)-propionic acid). Isolated yield 82.0%. RXN SMILES: [NH2:1][CH:2]([CH2:6][CH:7]1[CH2:13][CH2:12][CH2:11][CH2:10][CH2:9][CH2:8]1)[C:3]([OH:5])=[O:4].[C:14](#N)[CH3:15]>>[CH:7]1([CH2:6][CH:2]([N:1]2[CH2:15][C:14]3[C:2](=[CH:6][CH:7]=[CH:8][CH:9]=3)[C:3]2=[O:4])[C:3]([OH:5])=[O:4])[CH2:13][CH2:12][CH2:11][CH2:10][CH2:9][CH2:8]1. Procedure details: A solution of phthalic dicarboxaldehyde (248 mg; 1.80 mmol) and 2-Amino-3-cycloheptyl-propionic acid (318 mg; 1.72 mmol) in acetonitrile was heated to reflux for 18 h. The mixture was then allowed to cool to room temperature and the mixture stored in the refrigerator for 3 h. The solid was filtered off, rinsed with cold acetonitrile and air dried to give 424 mg (82%) of 3-Cycloheptyl-2-(1-oxo-1,3-dihydro-isoindol-2-yl)-propionic acid as a beige solid: EI-HRMS m/e calcd for C18H23NO3 (M+) 301.167... Starting materials: C(C)(=O)C1=CC=CC=C1 (acetophenone), C(OCC)(OCC)=O (diethyl carbonate), CC(=O)C1=CC=C(C=C1)OC (4-methoxyacetophenone), C(C)(=O)O (acetic acid). Run in O (water), C1(=CC=CC=C1)C (toluene), C1(=CC=CC=C1)C (toluene), C1(=CC=CC=C1)C (toluene), C1(=CC=CC=C1)C (toluene), C1(=CC=CC=C1)C (toluene). Run at time 5 minute. Product: COC1=CC=C(C=C1)C(CC(=O)OCC)=O (Ethyl 3-(4-methoxyphenyl)-3-oxopropionate). As a reaction SMILES: [C:1](=[O:8])([O:5][CH2:6][CH3:7])OCC.[CH3:9][C:10]([C:12]1[CH:17]=[CH:16][C:15]([O:18][CH3:19])=[CH:14][CH:13]=1)=[O:11].C(O)(=O)C.C(C1C=CC=CC=1)(=O)C>C1(C)C=CC=CC=1.O>[CH3:19][O:18][C:15]1[CH:16]=[CH:17][C:12]([C:10](=[O:11])[CH2:9][C:1]([O:5][CH2:6][CH3:7])=[O:8])=[CH:13][CH:14]=1. Reported procedure: The mixture was agitated for 5 minutes and allowed to settle. 20 L of the toluene solution was aspirated. 28 L of toluene was added, agitated for 5 minutes, allowed to settle and 28 L of the toluene solution was aspirated. 68 L of toluene and 8.4 L (69.7 moles) diethyl carbonate were added. The agitation was begun and the flow of Syltherm (Note 4) in reactor jackets was initiated. A solution of 5.0 kg (33.3 moles) 4-methoxyacetophenone in 12 L toluene was added over 20 minutes. When additions we...